This data is from the Open Reaction Database (ORD), a public repository of structured organic reaction records. The task is: describe an organic reaction: reactants, conditions, products, and yield The reactants are polypeptide, MnCl2, CC(=O)N[C@@H]1[C@H]([C@H]([C@H](O[C@@H]1OP(=O)(O)OP(=O)(O)OC[C@@H]2[C@H]([C@H]([C@@H](O2)N3C=CC(=O)NC3=O)O)O)CO)O)O (UDP-GalNAc). Run in C(CO)N(CCO)C(CO)(CO)CO (BisTris). The product is OC1[C@@H]([C@@H](O)[C@@H](O)[C@H](O1)CO)NC(=O)C (GalNAc). As a reaction SMILES: [CH3:1][C:2]([NH:4][C@H:5]1[C@@H:10]([O:11]P(OP(OC[C@H]2O[C@@H](N3C(=O)NC(=O)C=C3)[C@H](O)[C@@H]2O)(O)=O)(O)=O)[O:9][C@H:8]([CH2:36][OH:37])[C@H:7]([OH:38])[C@@H:6]1[OH:39])=[O:3]>C(N(C(CO)(CO)CO)CCO)CO>[OH:11][CH:10]1[O:9][C@H:8]([CH2:36][OH:37])[C@H:7]([OH:38])[C@H:6]([OH:39])[C@H:5]1[NH:4][C:2]([CH3:1])=[O:3]. Procedure details: 10 mcg of FGF-21 polypeptide (1 mg/ml) were incubated in 20 mM BisTris pH 6.7, 50 mM NaCl, 10 mM MnCl2 containing 10 molar equivalents (0.4 mM) of UDP-GalNAc and MBP-hGalNAcT2 (40 mU/mg) for 6 hours at 30° C. The reactants are C1(CCCC1)=CCCCCCO (6-cyclopentylidene-hexan-1-ol). The reagents and catalysts are [Pd] (Pd—C). Run in CO (MeOH). Product: C1(CCCC1)CCCCCCO (6-cyclopentyl-hexan-1-ol). Yield: 111.4%. As a reaction SMILES: [C:1]1(=[CH:6][CH2:7][CH2:8][CH2:9][CH2:10][CH2:11][OH:12])[CH2:5][CH2:4][CH2:3][CH2:2]1>CO.[Pd]>[CH:1]1([CH2:6][CH2:7][CH2:8][CH2:9][CH2:10][CH2:11][OH:12])[CH2:5][CH2:4][CH2:3][CH2:2]1. Reported procedure: A solution of 6-cyclopentylidene-hexan-1-ol (1.15 g, 6.85 mmol) in MeOH (50 mL) was hydrogenated with Pd—C (0.25 g, 10% w/w) in a Parr apparatus at 50 psi of H2 overnight. The catalyst was removed by filtration, and the filtrate was evaporated under reduced pressure to give 6-cyclopentyl-hexan-1-ol (1.30 g, 100%) as a colorless oil: 1H NMR (300 MHz, CDCl3) δ 3.63 (2H, t, J=6.6 Hz), 1.42–1.64 (6H, m), 1.20–1.40 (8H, m), 1.04(2H, m); 13C NMR (75 MHz, CDCl3) δ 63.28, 40.41, 36.43, 33.06, 33.00, 29.... Procedure details: To the thioimidate solution in MeOH (4 mL, 0.284 mmol) from EXAMPLE 33, a pre-mixed pyrrolidine (0.119 mL, 1.43 mmol) and HOAc (0.122 mL, 2.14 mmol) were added. The mixture was then stirred at room temperature overnight. After being concentrated in vacuo, the residue was purified by HPLC to give a white powder (17 mg). MS 494.1 and 496.2 (M+H, Cl pattern). Isolated yield 12.4%. RXN SMILES: [CH3:1][N:2]([N:4]=[C:5]1[CH:10]=[CH:9][C:8]([NH:11][C:12](=[O:31])[CH:13]([C:25]2[CH:30]=[CH:29][CH:28]=[CH:27][CH:26]=2)[NH:14][C:15]([NH:17][C:18]2[CH:23]=[CH:22][C:21]([Cl:24])=[CH:20][CH:19]=2)=[O:16])=[C:7]([F:32])[CH2:6]1)[CH3:3].N1CC[CH2:35][CH2:34]1.CC(O)=O>>[N:2]1([N:4]=[C:5]2[CH:10]=[CH:9][C:8]([NH:11][C:12](=[O:31])[CH:13]([C:25]3[CH:30]=[CH:29][CH:28]=[CH:27][CH:26]=3)[NH:14][C:15]([NH:17][C:18]3[CH:23]=[CH:22][C:21]([Cl:24])=[CH:20][CH:19]=3)=[O:16])=[C:7]([F:32])[CH2:6]2)[CH2:1][CH2:35][CH2:34][CH2:3]1. Product: N1(CCCC1)N=C1CC(=C(C=C1)NC(C(NC(=O)NC1=CC=C(C=C1)Cl)C1=CC=CC=C1)=O)F (N-[4-(pyrrolidin-1-ylimino)-2-fluorophenyl]-2-phenyl-2-(4-chlorophenylaminocarbonylamino)-acetamide). Run at time 8 hour. Reactants: thioimidate, CN(C)N=C1CC(=C(C=C1)NC(C(NC(=O)NC1=CC=C(C=C1)Cl)C1=CC=CC=C1)=O)F (N-[4-(dimethylaminoimino)-2-fluorophenyl]-2-phenyl-2-(4-chlorophenylaminocarbonylamino)-acetamide), N1CCCC1 (pyrrolidine), CC(=O)O (HOAc). The reactants are CSC=1C2=C(N=CN1)C=CN=C2 (4-methylthiopyrido[4,3-d]pyrimidine), BrC=1C=C(N)C=CC1 (3-bromoaniline). Yields the product BrC=1C=C(NC=2C3=C(N=CN2)C=CN=C3)C=CC1 (4-(3-bromoanilino)pyrido[4,3-d]pyrimidine). Yield: 10.0%. Reaction SMILES: CS[C:3]1[C:4]2[CH:12]=[N:11][CH:10]=[CH:9][C:5]=2[N:6]=[CH:7][N:8]=1.[Br:13][C:14]1[CH:15]=[C:16]([CH:18]=[CH:19][CH:20]=1)[NH2:17]>>[Br:13][C:14]1[CH:15]=[C:16]([CH:18]=[CH:19][CH:20]=1)[NH:17][C:3]1[C:4]2[CH:12]=[N:11][CH:10]=[CH:9][C:5]=2[N:6]=[CH:7][N:8]=1. Procedure details: A mixture of 4-methylthiopyrido[4,3-d]pyrimidine (171 mg, 0.96 mmol), (see previous experimental) and 3-bromoaniline (1 mL) is heated to i00C for 2 h. A solid precipitates on cooling and is collected by vacuum filtration and then recrystallized from EtOH to yield 4-(3-bromoanilino)pyrido[4,3-d]pyrimidine (30 mg, 10%). 1H NMR (DMSO) δ 10.33 (1H, s), 9.86 (1H, s), 8.84 (1H, d, J=5.8 Hz), 8.79 (1H, s), 8.22 (1H, s), 7.89 (1H, d, J=7.2 Hz), 7.69 (1H, d, J=5.8 Hz), 7.40 (2H, dt, Jd=8.0 Hz, Jt=1.5 Hz)... Reactants: C(C=C)N1C(CCC1)=O (1-allyl-2-oxopyrrolidine), H2PtCl6, CO[SiH](OC)OC (Trimethoxysilane). Reagents/catalysts: C(C)(C)O (isopropyl alcohol). Reaction conditions: time 2 hour. Yields the product O=C1N(CCC1)CCC[Si](OC)(OC)OC (3-(2-Oxo-1-Pyrrolidinyl)-Propyltrimethoxysilane). Isolated yield 74.3%. As a reaction SMILES: [CH2:1]([N:4]1[CH2:8][CH2:7][CH2:6][C:5]1=[O:9])[CH:2]=[CH2:3].[CH3:10][O:11][SiH:12]([O:15][CH3:16])[O:13][CH3:14]>C(O)(C)C>[O:9]=[C:5]1[CH2:6][CH2:7][CH2:8][N:4]1[CH2:1][CH2:2][CH2:3][Si:12]([O:15][CH3:16])([O:13][CH3:14])[O:11][CH3:10]. Procedure details: To a 500 ml volume glass flask equipped with a stirrer, a reflux condenser, a thermometer and a dropping funnel, there were added 125.2 g (1.0 mol) of 1-allyl-2-oxopyrrolidine and 0.5 g of 4% isopropyl alcohol solution of H2PtCl6. Trimethoxysilane (122.2 g; 1.0 mol) was dropwise added through the dropping funnel at a temperature ranging from 100° to 110° C. over 2 hours and the reaction mixture was allowed to stand at 100° C. for 30 minutes. The reaction solution was distilled to give 183.8 g of... Reactants: Cc1ccc(S(=O)(=O)c2ccc(O)cc2)c(Br)n1, COc1ccccc1CCl, CO, CC#N, CCOC(C)=O, [K+], [K+], O=C([O-])[O-]. Product: COc1ccccc1COc1ccc(S(=O)(=O)c2ccc(C)nc2Br)cc1. RXN SMILES: [Br:1][c:2]1[n:3][c:4]([CH3:18])[cH:5][cH:6][c:7]1[S:8](=[O:9])(=[O:10])[c:11]1[cH:12][cH:13][c:14]([OH:17])[cH:15][cH:16]1.[CH3:25][O:26][c:27]1[c:28]([CH2:29][Cl:30])[cH:31][cH:32][cH:33][cH:34]1.[CH3:35][OH:36].[CH3:37][C:38]#[N:39].[CH3:40][CH2:41][O:42][C:43]([CH3:44])=[O:45].[K+:19].[K+:20].[O-:21][C:22]([O-:23])=[O:24]>>[Br:1][c:2]1[n:3][c:4]([CH3:18])[cH:5][cH:6][c:7]1[S:8](=[O:9])(=[O:10])[c:11]1[cH:12][cH:13][c:14]([O:17][CH2:29][c:28]2[c:27]([O:26][CH3:25])[cH:34][cH:33][cH:32][cH:31]2)[cH:15][cH:16]1.